This data is from the Open Reaction Database (ORD), a public repository of structured organic reaction records. The task is: describe an organic reaction: reactants, conditions, products, and yield Yields the product CNC1(c2ccc(O)cc2)Sc2ccccc2N(C)C1=O. Starting materials: CCOC(C)=O, CN, CN1C(=O)C(Cl)(c2ccc(O)cc2)Sc2ccccc21, C1CCOC1, O. RXN SMILES: [CH3:21][CH2:22][O:23][C:24](=[O:25])[CH3:26].[CH3:28][NH2:29].[Cl:1][C:2]1([c:14]2[cH:15][cH:16][c:17]([OH:20])[cH:18][cH:19]2)[S:3][c:4]2[c:5]([cH:10][cH:11][cH:12][cH:13]2)[N:6]([CH3:9])[C:7]1=[O:8].[O:30]1[CH2:31][CH2:32][CH2:33][CH2:34]1.[OH2:27]>>[C:2]1([c:14]2[cH:15][cH:16][c:17]([OH:20])[cH:18][cH:19]2)([NH:29][CH3:28])[S:3][c:4]2[c:5]([cH:10][cH:11][cH:12][cH:13]2)[N:6]([CH3:9])[C:7]1=[O:8]. Starting materials: CC1=NC2=CC=CC=C2C=C1NC(OC1=CC=CC=C1)=O (Phenyl N-(2-methylquinolin-3-yl)carbamate), ClC1=C(C=CC=C1)N1CCNCC1 (1-(2-chlorophenyl)piperazine). The product is CC1=NC2=CC=CC=C2C=C1NC(=O)N1CCN(CC1)C1=C(C=CC=C1)Cl (1-[(2-Methylquinolin-3-yl)aminocarbonyl]-4-(2-chlorophenyl)piperazine). The yield is 72.0%. As a reaction SMILES: [CH3:1][C:2]1[C:11]([NH:12][C:13](=[O:21])OC2C=CC=CC=2)=[CH:10][C:9]2[C:4](=[CH:5][CH:6]=[CH:7][CH:8]=2)[N:3]=1.[Cl:22][C:23]1[CH:28]=[CH:27][CH:26]=[CH:25][C:24]=1[N:29]1[CH2:34][CH2:33][NH:32][CH2:31][CH2:30]1>>[CH3:1][C:2]1[C:11]([NH:12][C:13]([N:32]2[CH2:31][CH2:30][N:29]([C:24]3[CH:25]=[CH:26][CH:27]=[CH:28][C:23]=3[Cl:22])[CH2:34][CH2:33]2)=[O:21])=[CH:10][C:9]2[C:4](=[CH:5][CH:6]=[CH:7][CH:8]=2)[N:3]=1. Reported procedure: Phenyl N-(2-methylquinolin-3-yl)carbamate and 1-(2-chlorophenyl)piperazine were reacted by the same way with the example 114 to obtain the titled compound.